Dataset: the Open Reaction Database (ORD), a public repository of structured organic reaction records. Task: describe an organic reaction: reactants, conditions, products, and yield Reactants: C(C)(C)(C)OC(N[C@H]1[C@@H](CC(CC\C=C/[C@H]2[C@](NC([C@H]3N(C1=O)C[C@@H](C3)O)=O)(C2)C(NS(=O)(=O)C2(CC2)C)=O)C)CC)=O (tert-butyl((2R,6S,7R,13aS,14aR,16aS,Z)-7-ethyl-2-hydroxy-9-methyl-14a-(((1-methylcyclopropyl)sulfonyl)carbamoyl)-5,16-dioxo-1,2,3,5,6,7,8,9,10,11,13a,14,14a,15,16,16a-hexadecahydrocyclopropa[e]pyrrolo[1,2-a][1,4]diazacyclopentadecin-6-yl)carbamate), C1=CN(C=N1)C(=O)N2C=CN=C2 (CDI), FC1=C2CNCC2=CC=C1 (4-fluoroisoindoline). Conditions: time 8 hour. Product: FC1=C2CN(CC2=CC=C1)C(=O)O[C@@H]1C[C@@H]2N(C([C@H]([C@@H](CC(CC\C=C/[C@H]3[C@](NC2=O)(C3)C(NS(=O)(=O)C3(CC3)C)=O)C)CC)NC(=O)OC(C)(C)C)=O)C1 ((2R,6S,7R,13aS,14aR,16aS,Z)-6-((tert-butoxycarbonyl)amino)-7-ethyl-9-methyl-14a-(((1-methylcyclopropyl)sulfonyl)carbamoyl)-5,16-dioxo-1,2,3,5,6,7,8,9,10,11,13a,14,14a,15,16,16a-hexadecahydrocyclopropa[e]pyrrolo[1,2-a][1,4]diazacyclopentadecin-2-yl 4-fluoroisoindoline-2-carboxylate). Reaction SMILES: [C:1]([O:5][C:6](=[O:43])[NH:7][C@@H:8]1[C:22](=[O:23])[N:21]2[CH2:24][C@H:25]([OH:27])[CH2:26][C@H:20]2[C:19](=[O:28])[NH:18][C@:17]2([C:30](=[O:39])[NH:31][S:32]([C:35]3([CH3:38])[CH2:37][CH2:36]3)(=[O:34])=[O:33])[CH2:29][C@H:16]2[CH:15]=[CH:14][CH2:13][CH2:12][CH:11]([CH3:40])[CH2:10][C@H:9]1[CH2:41][CH3:42])([CH3:4])([CH3:3])[CH3:2].C1N=CN([C:49]([N:51]2[CH:55]=N[CH:53]=[CH:52]2)=[O:50])C=1.[F:56][C:57]1[CH:65]=CC=[C:62]2[C:58]=1CN[CH2:61]2>>[F:56][C:57]1[CH:58]=[CH:62][CH:61]=[C:53]2[C:65]=1[CH2:55][N:51]([C:49]([O:27][C@H:25]1[CH2:24][N:21]3[C:22](=[O:23])[C@@H:8]([NH:7][C:6]([O:5][C:1]([CH3:3])([CH3:4])[CH3:2])=[O:43])[C@H:9]([CH2:41][CH3:42])[CH2:10][CH:11]([CH3:40])[CH2:12][CH2:13][CH:14]=[CH:15][C@@H:16]4[CH2:29][C@@:17]4([C:30](=[O:39])[NH:31][S:32]([C:35]4([CH3:38])[CH2:36][CH2:37]4)(=[O:33])=[O:34])[NH:18][C:19](=[O:28])[C@@H:20]3[CH2:26]1)=[O:50])[CH2:52]2. Procedure: A solution of tert-butyl((2R,6S,7R,13aS,14aR,16aS,Z)-7-ethyl-2-hydroxy-9-methyl-14a-(((1-methylcyclopropyl)sulfonyl)carbamoyl)-5,16-dioxo-1,2,3,5,6,7,8,9,10,11,13a,14,14a,15,16,16a-hexadecahydrocyclopropa[e]pyrrolo[1,2-a][1,4]diazacyclopentadecin-6-yl)carbamate (0.062 g, 0.1 mmol) and CDI (0.019 g, 0.120 mmol) was stirred for 6 h. To the solution was added 4-fluoroisoindoline (0.018 g, 0.130 mmol), and then stirred overnight. Concentration gave 80 mg of a crude mixtures (2R,6S,7R,13aS,14aR,16aS,... Reactants: COCOC1=CC=CC=2OC(=CC21)C2=NNC(O2)=O (5-(4-(methoxymethyloxy)benzo(b)furan-2-yl)-2,3-dihydro-1,3,4-oxadiazol-2-one), ice water, [H-].[Na+] (sodium hydride), CI (methyl iodide). Solvent: CN(C)C=O (DMF), CN(C)C=O (DMF). Reaction conditions: time 30 minute. Yields the product COCOC1=CC=CC=2OC(=CC21)C2=NN=C(O2)OC (5-(4-(methoxymethyloxy)benzo(b)furan-2-yl)-2-methoxy-1,3,4-oxadiazole). As a reaction SMILES: [H-].[Na+].[CH3:3][O:4][CH2:5][O:6][C:7]1[C:15]2[CH:14]=[C:13]([C:16]3[O:20][C:19](=[O:21])[NH:18][N:17]=3)[O:12][C:11]=2[CH:10]=[CH:9][CH:8]=1.[CH3:22]I>CN(C=O)C>[CH3:3][O:4][CH2:5][O:6][C:7]1[C:15]2[CH:14]=[C:13]([C:16]3[O:20][C:19]([O:21][CH3:22])=[N:18][N:17]=3)[O:12][C:11]=2[CH:10]=[CH:9][CH:8]=1 |f:0.1|. Procedure details: To a suspension of sodium hydride (0.17 g) in DMF was added dropwise a solution (20 ml) of 5-(4-(methoxymethyloxy)benzo(b)furan-2-yl)-2,3-dihydro-1,3,4-oxadiazol-2-one (1.0 g) obtained in Starting Material Synthesis Example 116 in DMF at room temperature, and the mixture was stirred for 30 min. Thereto was added methyl iodide (0.26 ml), and the mixture was further stirred for 30 min. The reaction mixture was poured into ice water and extracted with ethyl acetate. The extract was washed with wate... Reactants: FC(C(CP(OC)(OC)=O)=O)(C[C@H](CC)C)F (dimethyl ((5S)-3,3-difluoro-5-methyl-2-oxoheptyl)phosphonate), O.[OH-].[Li+] (lithium hydroxide monohydrate), C(C)(=O)O[C@H]1C[C@H]([C@@H]([C@H]1CCCCCCC(=O)OC)C=O)OC1OCCCC1 (methyl 7-[(1R,2R,3R,5S)-5-acetoxy-2-formyl-3-(2-tetrahydropyranyl-oxy)cyclopentyl]heptanate). Solvent: COC(C)(C)C (t-butyl methyl ether), O (water), COC(C)(C)C (t-butyl methyl ether), O (water). Conditions: time 1 hour. Yields the product C(C)(=O)O[C@H]1C[C@H]([C@@H]([C@H]1CCCCCCC(=O)OC)\C=C\C(C(C[C@H](CC)C)(F)F)=O)OC1OCCCC1 (methyl 7-[(1R,2R,3R,5S)-5-acetoxy-2-((E)-(6S)-4,4-difluoro-6-methyl-3-oxo-1-octenyl)-3-(2-tetrahydropyranyloxy)cyclopentyl]heptanate). Isolated yield 85.8%. RXN SMILES: [F:1][C:2]([F:17])([CH2:12][C@@H:13]([CH3:16])[CH2:14][CH3:15])[C:3](=[O:11])[CH2:4]P(=O)(OC)OC.O.[OH-].[Li+].[C:21]([O:24][C@@H:25]1[C@H:29]([CH2:30][CH2:31][CH2:32][CH2:33][CH2:34][CH2:35][C:36]([O:38][CH3:39])=[O:37])[C@@H:28]([CH:40]=O)[C@H:27]([O:42][CH:43]2[CH2:48][CH2:47][CH2:46][CH2:45][O:44]2)[CH2:26]1)(=[O:23])[CH3:22]>COC(C)(C)C.O>[C:21]([O:24][C@@H:25]1[C@H:29]([CH2:30][CH2:31][CH2:32][CH2:33][CH2:34][CH2:35][C:36]([O:38][CH3:39])=[O:37])[C@@H:28](/[CH:40]=[CH:4]/[C:3](=[O:11])[C:2]([F:1])([F:17])[CH2:12][C@@H:13]([CH3:16])[CH2:14][CH3:15])[C@H:27]([O:42][CH:43]2[CH2:48][CH2:47][CH2:46][CH2:45][O:44]2)[CH2:26]1)(=[O:23])[CH3:22] |f:1.2.3|. Reported procedure: To a solution of dimethyl ((5S)-3,3-difluoro-5-methyl-2-oxoheptyl)phosphonate (A) (74.7 g, 274 mmol) in t-butyl methyl ether (1120 ml), lithium hydroxide monohydrate (11.5 g, 273 mmol) was added and the mixture was stirred for one hour at room temperature. A solution of methyl 7-[(1R,2R,3R,5S)-5-acetoxy-2-formyl-3-(2-tetrahydropyranyl-oxy)cyclopentyl]heptanate (B) (64.02 g, 160.6=1) in t-butyl methyl ether (278 ml) and water (21.7 ml) were added thereto, and the mixed solution was heat refluxed ... As a reaction SMILES: [C:36](=[O:37])([O-:38])[O-:39].[CH3:21][NH:22][C:23](=[O:24])[c:25]1[c:26]2[c:27]([s:28][c:29]1[CH3:30])[cH:31][c:32]([OH:35])[cH:33][cH:34]2.[Cl:1][c:2]1[c:3]2[c:4]([n:5][cH:6][cH:7]1)[cH:8][c:9]([C:11](=[O:12])[N:13]1[CH:14]([CH2:18][O:19][CH3:20])[CH2:15][CH2:16][CH2:17]1)[s:10]2.[Cs+:40].[Cs+:41]>>[c:2]1([O:35][c:32]2[cH:31][c:27]3[c:26]([c:25]([C:23]([NH:22][CH3:21])=[O:24])[c:29]([CH3:30])[s:28]3)[cH:34][cH:33]2)[c:3]2[c:4]([n:5][cH:6][cH:7]1)[cH:8][c:9]([C:11](=[O:12])[N:13]1[CH:14]([CH2:18][O:19][CH3:20])[CH2:15][CH2:16][CH2:17]1)[s:10]2. The reactants are O=C([O-])[O-], CNC(=O)c1c(C)sc2cc(O)ccc12, COCC1CCCN1C(=O)c1cc2nccc(Cl)c2s1, [Cs+], [Cs+]. Yields the product CNC(=O)c1c(C)sc2cc(Oc3ccnc4cc(C(=O)N5CCCC5COC)sc34)ccc12. Reactants: C(C=C)(=O)O (acrylic acid), C(C=C)(=O)O (acrylic acid), C(CCC)O (n-butanol), C(C=C)(=O)O (acrylic acid), C(CCC)O (n-butanol), C(CCC)OC(C=C)=O (butylacrylate), C(C=C)(=O)O (acrylic acid), C(CCC)O (n-butanol), C(CCC)OCCCC (dibutylether). Run in O (water). Conditions: temperature 140 celsius. Yields the product C(CCC)O.C(CCC)OC(C=C)=O (butanol butylacrylate). The yield is 94.4%. Reaction SMILES: C(O)(=O)C=C.[CH2:6]([OH:10])[CH2:7][CH2:8][CH3:9].[CH2:11]([O:15][C:16](=[O:19])[CH:17]=[CH2:18])[CH2:12][CH2:13][CH3:14].C(OCCCC)CCC>O>[CH2:6]([OH:10])[CH2:7][CH2:8][CH3:9].[CH2:11]([O:15][C:16](=[O:19])[CH:17]=[CH2:18])[CH2:12][CH2:13][CH3:14] |f:5.6|. Procedure details: The reaction temperature was increased to 140° C and was accordingly outside the temperature range described herein. The molar ratio of acrylic acid to n-butanol of 1:1.7 and the working pressure of 7 atmospheres gauge used in Example 1 remained unchanged. 102 g of acrylic acid and 178 g of n-butanol were passed per hour through the reactor. The acrylic acid conversion rate was 85.1%. 280 g of reaction product containing 52.9 weight % of butylacrylate, 5.35 weight % of acrylic acid, 31.45 weight... Reactants: CC(O)c1ccc2c(n1)N1C(C)CN(C(=O)OC(C)(C)C)CC1C2, ClCCl, O=C(O)C(F)(F)F. Product: CC(O)c1ccc2c(n1)N1C(C)CNCC1C2. RXN SMILES: [C:1]([O:2][C:3](=[O:4])[N:8]1[CH2:9][CH:10]2[CH2:11][c:12]3[cH:13][cH:14][c:15]([CH:22]([CH3:23])[OH:24])[n:16][c:17]3[N:18]2[CH:19]([CH3:21])[CH2:20]1)([CH3:5])([CH3:6])[CH3:7].[Cl:32][CH2:33][Cl:34].[OH:25][C:26]([C:27]([F:28])([F:29])[F:30])=[O:31]>>[NH:8]1[CH2:9][CH:10]2[CH2:11][c:12]3[cH:13][cH:14][c:15]([CH:22]([CH3:23])[OH:24])[n:16][c:17]3[N:18]2[CH:19]([CH3:21])[CH2:20]1.